Dataset: the Open Reaction Database (ORD), a public repository of structured organic reaction records. Task: describe an organic reaction: reactants, conditions, products, and yield Reactants: CC(=O)OCCBr, Cc1c(-c2ccc3sc(=O)[nH]c3c2)nc2ccccn12, CN(C)C=O, Cl, [H-], [Na+], O. The product is CC(=O)OCCn1c(=O)sc2ccc(-c3nc4ccccn4c3C)cc21. As a reaction SMILES: [C:23]([CH3:24])(=[O:25])[O:26][CH2:27][CH2:28][Br:29].[CH3:1][c:2]1[c:3](-[c:11]2[cH:12][cH:13][c:14]3[c:15]([nH:16][c:17](=[O:19])[s:18]3)[cH:20]2)[n:4][c:5]2[n:6]1[cH:7][cH:8][cH:9][cH:10]2.[CH3:31][N:32]([CH3:33])[CH:34]=[O:35].[ClH:30].[H-:21].[Na+:22].[OH2:36]>>[CH3:1][c:2]1[c:3](-[c:11]2[cH:12][cH:13][c:14]3[c:15]([n:16]([CH2:28][CH2:27][O:26][C:23]([CH3:24])=[O:25])[c:17](=[O:19])[s:18]3)[cH:20]2)[n:4][c:5]2[n:6]1[cH:7][cH:8][cH:9][cH:10]2.